Task: describe an organic reaction: reactants, conditions, products, and yield. Dataset: the Open Reaction Database (ORD), a public repository of structured organic reaction records Reactants: O=C(C=Cc1ccc(OCc2ccccc2)cc1)C1CC1, CC(C)=O, CCO, [Na+], [OH-], O, OO. Yields the product O=C(C1CC1)C1OC1c1ccc(OCc2ccccc2)cc1. As a reaction SMILES: [CH2:1]([c:2]1[cH:3][cH:4][cH:5][cH:6][cH:7]1)[O:8][c:9]1[cH:10][cH:11][c:12]([CH:15]=[CH:16][C:17](=[O:18])[CH:19]2[CH2:20][CH2:21]2)[cH:13][cH:14]1.[CH3:22][C:23]([CH3:24])=[O:25].[CH3:30][CH2:31][OH:32].[Na+:29].[OH-:28].[OH2:33].[OH:26][OH:27]>>[CH2:1]([c:2]1[cH:3][cH:4][cH:5][cH:6][cH:7]1)[O:8][c:9]1[cH:10][cH:11][c:12]([CH:15]2[CH:16]([C:17](=[O:18])[CH:19]3[CH2:20][CH2:21]3)[O:25]2)[cH:13][cH:14]1. The reactants are CC(C)(CC=CC(=O)O)NC(=O)OC(C)(C)C, CNC(=O)C(Cc1ccccc1)N(C)C(=O)C(COCc1ccccc1)NC, ClCCl, CCN=C=NCCCN(C)C, CCN(C(C)C)C(C)C, Cl, On1nnc2cccnc21. Yields the product CNC(=O)C(Cc1ccccc1)N(C)C(=O)C(COCc1ccccc1)N(C)C(=O)C=CCC(C)(C)NC(=O)OC(C)(C)C. RXN SMILES: [C:1]([CH3:2])([CH3:3])([CH3:4])[O:5][C:6](=[O:7])[NH:8][C:9]([CH2:10][CH:11]=[CH:12][C:13](=[O:14])[OH:15])([CH3:16])[CH3:17].[CH2:40]([c:41]1[cH:42][cH:43][cH:44][cH:45][cH:46]1)[O:47][CH2:48][CH:49]([C:50](=[O:51])[N:52]([CH:53]([CH2:54][c:55]1[cH:56][cH:57][cH:58][cH:59][cH:60]1)[C:61]([NH:62][CH3:63])=[O:64])[CH3:65])[NH:66][CH3:67].[CH2:77]([Cl:78])[Cl:79].[CH3:29][N:30]([CH3:31])[CH2:32][CH2:33][CH2:34][N:35]=[C:36]=[N:37][CH2:38][CH3:39].[CH:68]([N:69]([CH:70]([CH3:71])[CH3:72])[CH2:73][CH3:74])([CH3:75])[CH3:76].[ClH:28].[OH:18][n:19]1[c:20]2[n:21][cH:22][cH:23][cH:24][c:25]2[n:26][n:27]1>>[C:1]([CH3:2])([CH3:3])([CH3:4])[O:5][C:6](=[O:7])[NH:8][C:9]([CH2:10][CH:11]=[CH:12][C:13](=[O:15])[N:66]([CH:49]([CH2:48][O:47][CH2:40][c:41]1[cH:42][cH:43][cH:44][cH:45][cH:46]1)[C:50](=[O:51])[N:52]([CH:53]([CH2:54][c:55]1[cH:56][cH:57][cH:58][cH:59][cH:60]1)[C:61]([NH:62][CH3:63])=[O:64])[CH3:65])[CH3:67])([CH3:16])[CH3:17]. Starting materials: example 108 ( v ), C(C)(=O)[O-] (acetate), C(C)(C)N1CCC(CC1)NC(=O)C1=NC2=C(N1)C=CC=C2OCCOCC (4-(2-Ethoxy-ethoxy)-1H-benzoimidazole-2-carboxylic acid (1-isopropyl-piperidin-4-yl)-amide), BrCC(=O)NC1=NC=C(C=C1)Cl (2-bromo-N-(5-chloro-pyridin-2-yl)-acetamide). Product: C(C)(C)N1CCC(CC1)NC(=O)C1=NC2=C(N1CC(NC1=NC=C(C=C1)Cl)=O)C=CC=C2OCCOCC (1-[(5-Chloro-pyridin-2-ylcarbamoyl)-methyl]-4-(2-ethoxy-ethoxy)-1H-benzoimidazole-2-carboxylic acid (1-isopropyl-piperidin-4-yl)-amide). RXN SMILES: [CH:1]([N:4]1[CH2:9][CH2:8][CH:7]([NH:10][C:11]([C:13]2[NH:17][C:16]3[CH:18]=[CH:19][CH:20]=[C:21]([O:22][CH2:23][CH2:24][O:25][CH2:26][CH3:27])[C:15]=3[N:14]=2)=[O:12])[CH2:6][CH2:5]1)([CH3:3])[CH3:2].Br[CH2:29][C:30]([NH:32][C:33]1[CH:38]=[CH:37][C:36]([Cl:39])=[CH:35][N:34]=1)=[O:31].C([O-])(=O)C>>[CH:1]([N:4]1[CH2:9][CH2:8][CH:7]([NH:10][C:11]([C:13]2[N:17]([CH2:29][C:30](=[O:31])[NH:32][C:33]3[CH:38]=[CH:37][C:36]([Cl:39])=[CH:35][N:34]=3)[C:16]3[CH:18]=[CH:19][CH:20]=[C:21]([O:22][CH2:23][CH2:24][O:25][CH2:26][CH3:27])[C:15]=3[N:14]=2)=[O:12])[CH2:6][CH2:5]1)([CH3:3])[CH3:2]. Reported procedure: 1-[(5-Chloro-pyridin-2-ylcarbamoyl)-methyl]-4-(2-ethoxy-ethoxy)-1H-benzoimidazole-2-carboxylic acid (1-isopropyl-piperidin-4-yl)-amide was prepared by a procedure according to example 108 (v) starting from 540.0 mg (1.44 mmol) 4-(2-Ethoxy-ethoxy)-1H-benzoimidazole-2-carboxylic acid (1-isopropyl-piperidin-4-yl)-amide and 359.8 mg (1.44 mmol) 2-bromo-N-(5-chloro-pyridin-2-yl)-acetamide. The title compound was transformed into its acetate affording a colorless amorphous material. The reactants are N#Cc1c(O)c(Cl)c(Cl)c(Cl)c1Cl, O=S(=O)(O)O. Yields the product NC(=O)c1c(O)c(Cl)c(Cl)c(Cl)c1Cl. As a reaction SMILES: [OH:1][c:2]1[c:3]([Cl:13])[c:4]([Cl:12])[c:5]([Cl:11])[c:6]([Cl:10])[c:7]1[C:8]#[N:9].[S:14]([OH:15])(=[O:16])(=[O:17])[OH:18]>>[OH:1][c:2]1[c:3]([Cl:13])[c:4]([Cl:12])[c:5]([Cl:11])[c:6]([Cl:10])[c:7]1[C:8]([NH2:9])=[O:15].